This data is from the Open Reaction Database (ORD), a public repository of structured organic reaction records. The task is: describe an organic reaction: reactants, conditions, products, and yield The reactants are C(CCCCC)=C1C(N(C(S1)=O)CCCCOC=1C=2N(C=CC1)C=CN2)=O (5-hexylidene-3-[4-(imidazo[1,2-a]pyridin-8-yloxy)butyl]thiazolidine-2,4-dione), Cl.C(C)(=O)OCC (hydrochloric acid ethyl acetate). The solvent is CO (methanol). Reported procedure: To a methanol solution of 1.73 g (4.5 mmol) of 5-hexylidene-3-[4-(imidazo[1,2-a]pyridin-8-yloxy)butyl]thiazolidine-2,4-dione, 1 ml of 4N hydrochloric acid-ethyl acetate was added, followed by stirring. After the solvent was distilled off, the residue was washed with ether to yield 1.73 g of an oily substance, which was then purified by recrystallization to yield 1.58 g (74%, white crystal) of the desired product. The product is Cl.C(CCCCC)=C1C(N(C(S1)=O)CCCCOC=1C=2N(C=CC1)C=CN2)=O (5-hexylidene-3-[4-(imidazo[1,2-a]pyridin-8-yloxy)butyl]thiazolidine-2,4-dione hydrochloride). As a reaction SMILES: [CH:1](=[C:7]1[S:11][C:10](=[O:12])[N:9]([CH2:13][CH2:14][CH2:15][CH2:16][O:17][C:18]2[C:19]3[N:20]([CH:24]=[CH:25][N:26]=3)[CH:21]=[CH:22][CH:23]=2)[C:8]1=[O:27])[CH2:2][CH2:3][CH2:4][CH2:5][CH3:6].[ClH:28].C(OCC)(=O)C>CO>[ClH:28].[CH:1](=[C:7]1[S:11][C:10](=[O:12])[N:9]([CH2:13][CH2:14][CH2:15][CH2:16][O:17][C:18]2[C:19]3[N:20]([CH:24]=[CH:25][N:26]=3)[CH:21]=[CH:22][CH:23]=2)[C:8]1=[O:27])[CH2:2][CH2:3][CH2:4][CH2:5][CH3:6] |f:1.2,4.5|. Starting materials: CNCC1(CCCCC1)N1CCCCC1 (1-[1-[(methylamino)methyl]cyclohexyl]-piperidine), C(C)(=O)OC(C)=O (acetic anhydride). Product: CN(C(C)=O)CC1(CCCCC1)N1CCCCC1 (N-methyl-N-[(piperidino cyclohexyl)methyl]acetamide). RXN SMILES: [CH3:1][NH:2][CH2:3][C:4]1([N:10]2[CH2:15][CH2:14][CH2:13][CH2:12][CH2:11]2)[CH2:9][CH2:8][CH2:7][CH2:6][CH2:5]1.[C:16](OC(=O)C)(=[O:18])[CH3:17]>>[CH3:1][N:2]([CH2:3][C:4]1([N:10]2[CH2:15][CH2:14][CH2:13][CH2:12][CH2:11]2)[CH2:9][CH2:8][CH2:7][CH2:6][CH2:5]1)[C:16](=[O:18])[CH3:17]. Procedure: A mixture of 1-[1-[(methylamino)methyl]cyclohexyl]-piperidine (1.0 g., 0.005 mole) and acetic anhydride (10 ml) was heated on a steam-bath for 30 mins. The solution was evaporated to dryness and water (5 ml) was added to the residue. A saturated solution of sodium carbonate (10 ml) was added and the alkaline solution was extracted with chloroform (50 ml × 3) and dried (anhyd. Na2SO4). The chloroform solution was evaporated to dryness and the oily residue re-evaporated with ether. This was dissol... Reactants: CCOC(=O)CC(C)C, CC(C)[N-]C(C)C, O=C(c1ccc(F)cc1)c1ccc(F)cc1, [Li+], C1CCOC1. Product: CCOC(=O)C(C(C)C)C(O)(c1ccc(F)cc1)c1ccc(F)cc1. As a reaction SMILES: [C:9]([CH2:10][CH:11]([CH3:12])[CH3:13])(=[O:14])[O:15][CH2:16][CH3:17].[CH:1]([N-:2][CH:3]([CH3:4])[CH3:5])([CH3:6])[CH3:7].[F:18][c:19]1[cH:20][cH:21][c:22]([C:23](=[O:24])[c:25]2[cH:26][cH:27][c:28]([F:31])[cH:29][cH:30]2)[cH:32][cH:33]1.[Li+:8].[O:34]1[CH2:35][CH2:36][CH2:37][CH2:38]1>>[C:9]([CH:10]([CH:11]([CH3:12])[CH3:13])[C:23]([c:22]1[cH:21][cH:20][c:19]([F:18])[cH:33][cH:32]1)([OH:24])[c:25]1[cH:26][cH:27][c:28]([F:31])[cH:29][cH:30]1)(=[O:14])[O:15][CH2:16][CH3:17]. Reactants: FC(C=1C=C(CN(C(OC)=O)CC2=C(C=CC(=C2)C(F)(F)F)I)C=C(C1)C(F)(F)F)(F)F (methyl [3,5-bis(trifluoromethyl)benzyl][2-iodo-5-(trifluoromethyl)benzyl]carbamate), CCO (EtOH), C1=NC=C(C2=CC=CC=C12)B(O)O (4-isoquinolineboronic acid), C([O-])([O-])=O.[Na+].[Na+] (sodium carbonate). Run in C1(=CC=CC=C1)C (toluene). Reaction conditions: temperature 97.5 celsius. The product is FC(C=1C=C(CN(C(OC)=O)CC2=C(C=CC(=C2)C(F)(F)F)C2=CN=CC3=CC=CC=C23)C=C(C1)C(F)(F)F)(F)F (Methyl [3,5-bis(trifluoromethyl)benzyl][2-isoquinolin-4-yl-5-(trifluoromethyl)benzyl]carbamate). RXN SMILES: [F:1][C:2]([F:32])([F:31])[C:3]1[CH:4]=[C:5]([CH:24]=[C:25]([C:27]([F:30])([F:29])[F:28])[CH:26]=1)[CH2:6][N:7]([CH2:12][C:13]1[CH:18]=[C:17]([C:19]([F:22])([F:21])[F:20])[CH:16]=[CH:15][C:14]=1I)[C:8](=[O:11])[O:9][CH3:10].CCO.[CH:36]1[C:45]2[C:40](=[CH:41][CH:42]=[CH:43][CH:44]=2)[C:39](B(O)O)=[CH:38][N:37]=1.C(=O)([O-])[O-].[Na+].[Na+]>C1(C)C=CC=CC=1>[F:1][C:2]([F:32])([F:31])[C:3]1[CH:4]=[C:5]([CH:24]=[C:25]([C:27]([F:30])([F:29])[F:28])[CH:26]=1)[CH2:6][N:7]([CH2:12][C:13]1[CH:18]=[C:17]([C:19]([F:22])([F:21])[F:20])[CH:16]=[CH:15][C:14]=1[C:39]1[C:40]2[C:45](=[CH:44][CH:43]=[CH:42][CH:41]=2)[CH:36]=[N:37][CH:38]=1)[C:8](=[O:11])[O:9][CH3:10] |f:3.4.5|. Procedure: To a solution of methyl [3,5-bis(trifluoromethyl)benzyl](2-iodo-5-trifluoromethyl-benzyl)carbamate (41 mg, 0.070 mmol) (Example 5) in 3:2 EtOH:toluene, 4-isoquinolineboronic acid (18.2 mg, 0.105 mmol) and 2.5 M sodium carbonate (0.175 mmol) were added. The solution was degassed, followed by the addition of a catalytic amount of tetrakis(triphenylphosphine)palladium. The solution was stirred at 95-100° C. until completion of the reaction. Upon cooling, the solvent was removed in vacuo. The desire... Starting materials: COC1=CC=2CC[C@]3([C@@H]4CC[C@@H]([C@@]4(C)CC[C@@H]3C2C=C1)OC1OCCCC1)C=C (3-methoxy-17β-(tetrahydropyran-2-yloxy)-8β-vinyl-estra-1,3,5(10)-triene), C1CCOC1 (THF). The reagents and catalysts are [Pd] (palladium). Solvent: solvent, CO (methanol). Product: C(C)[C@@]12[C@@H]3CC[C@@H]([C@@]3(C)CC[C@@H]2C=2C=CC(=CC2CC1)OC)OC1OCCCC1 (8β-ethyl-3-methoxy-17β-(tetrahydropyran-2-yloxy)-estra-1,3,5(10)-triene). RXN SMILES: [CH3:1][O:2][C:3]1[CH:20]=[CH:19][C:18]2[C@@H:17]3[C@:8]([CH:28]=[CH2:29])([C@H:9]4[C@@:13]([CH2:15][CH2:16]3)([CH3:14])[C@@H:12]([O:21][CH:22]3[CH2:27][CH2:26][CH2:25][CH2:24][O:23]3)[CH2:11][CH2:10]4)[CH2:7][CH2:6][C:5]=2[CH:4]=1.C1COCC1>[Pd].CO>[CH2:28]([C@@:8]12[CH2:7][CH2:6][C:5]3[CH:4]=[C:3]([O:2][CH3:1])[CH:20]=[CH:19][C:18]=3[C@H:17]1[CH2:16][CH2:15][C@@:13]1([CH3:14])[C@H:9]2[CH2:10][CH2:11][C@@H:12]1[O:21][CH:22]1[CH2:27][CH2:26][CH2:25][CH2:24][O:23]1)[CH3:29]. Procedure: 0.50 g of 13a was dissolved in 25 ml of solvent mixture that consists of THF and methanol (v/v=7/3) and stirred with 0.30 g of palladium (10% on magnesium carbonate) for 3.75 hours at room temperature under hydrogen atmosphere. Then, the reaction solution was filtered on Celite, the filtrate was evaporated to the dry state in a rotary evaporator and the bright foam that was obtained was used without additional purification in the next stage. Yields the product O=C(NCC(=O)N1CCCC1)OCc1ccccc1. Reactants: O=C(O)CNC(=O)OCc1ccccc1, C1CCNC1, ClCCCl, ClCCl, On1nnc2cccnc21. RXN SMILES: [C:6](=[O:7])([O:8][CH2:9][c:10]1[cH:11][cH:12][cH:13][cH:14][cH:15]1)[NH:16][CH2:17][C:18](=[O:19])[OH:20].[CH2:1]1[CH2:2][CH2:3][NH:4][CH2:5]1.[CH2:31]([Cl:32])[CH2:33][Cl:34].[Cl:35][CH2:36][Cl:37].[OH:21][n:22]1[c:23]2[n:24][cH:25][cH:26][cH:27][c:28]2[n:29][n:30]1>>[CH2:1]1[CH2:2][CH2:3][N:4]([C:18]([CH2:17][NH:16][C:6](=[O:7])[O:8][CH2:9][c:10]2[cH:11][cH:12][cH:13][cH:14][cH:15]2)=[O:19])[CH2:5]1.